This data is from the Open Reaction Database (ORD), a public repository of structured organic reaction records. The task is: describe an organic reaction: reactants, conditions, products, and yield Reactants: ClC1=C2C(=NC(=N1)Cl)N(N=C2)C(C)C (4,6-dichloro-1-isopropyl-1H-pyrazolo[3,4-d]pyrimidine), ClC1=C2N=CN(C2=NC(=N1)I)C(C)C (6-chloro-2-iodo-9-isopropyl-9H-purine), NCCC1=CC=C(C=C1)O (tyramine). Product: ClC1=NC(=C2C(=N1)N(N=C2)C(C)C)NCCC2=CC=C(C=C2)O (4-(2-(6-chloro-1-isopropyl-1H-pyrazolo[3,4-d]pyrimidin-4-ylamino)ethyl)phenol). Reaction SMILES: Cl[C:2]1[N:7]=[C:6]([Cl:8])[N:5]=[C:4]2[N:9]([CH:12]([CH3:14])[CH3:13])[N:10]=[CH:11][C:3]=12.ClC1N=C(I)N=C2C=1N=CN2C(C)C.[NH2:29][CH2:30][CH2:31][C:32]1[CH:37]=[CH:36][C:35]([OH:38])=[CH:34][CH:33]=1>>[Cl:8][C:6]1[N:5]=[C:4]2[N:9]([CH:12]([CH3:14])[CH3:13])[N:10]=[CH:11][C:3]2=[C:2]([NH:29][CH2:30][CH2:31][C:32]2[CH:37]=[CH:36][C:35]([OH:38])=[CH:34][CH:33]=2)[N:7]=1. Procedure: Following the procedure of Example 128b, 4,6-dichloro-1-isopropyl-1H-pyrazolo[3,4-d]pyrimidine (U.S. Pat. No. 3,399,196) (a) (0.184 g, 0.795 mmol) was reacted with tyramine. The crude residue was purified by silica gel chromatography (25 to 75% ethyl acetate in hexane eluant) to afford the title compound as a solid. MS m/z 332.1 (M+1).